Dataset: the Open Reaction Database (ORD), a public repository of structured organic reaction records. Task: describe an organic reaction: reactants, conditions, products, and yield As a reaction SMILES: [CH3:35][S:36](=[O:37])[CH3:38].[CH:1]1([n:4]2[cH:5][c:6]([C:17](=[O:18])[OH:19])[c:7](=[O:16])[c:8]3[cH:9][c:10]([F:15])[c:11]([F:14])[cH:12][c:13]23)[CH2:2][CH2:3]1.[ClH:34].[N:26]12[CH2:27][CH2:28][N:29]([CH2:30][CH2:31]1)[CH2:32][CH2:33]2.[OH2:39].[OH:20][CH:21]1[CH2:22][NH:23][CH2:24][CH2:25]1>>[CH:1]1([n:4]2[cH:5][c:6]([C:17](=[O:18])[OH:19])[c:7](=[O:16])[c:8]3[cH:9][c:10]([F:15])[c:11]([N:23]4[CH2:22][CH:21]([OH:20])[CH2:25][CH2:24]4)[cH:12][c:13]23)[CH2:2][CH2:3]1. The product is O=C(O)c1cn(C2CC2)c2cc(N3CCC(O)C3)c(F)cc2c1=O. The reactants are CS(C)=O, O=C(O)c1cn(C2CC2)c2cc(F)c(F)cc2c1=O, Cl, C1CN2CCN1CC2, O, OC1CCNC1. Starting materials: FC1=C(C=O)C=CC(=C1)F (2,4-difluorobenzaldehyde), [Cl-].[NH4+] (ammonium chloride), BrC1=NN(C(=C1I)C1=C(C=C(C=C1)F)Cl)C (3-bromo-5-(2-chloro-4-fluorophenyl)-4-iodo-1-methyl-1H-pyrazole), BrC1=NN(C(=C1I)C1=C(C=C(C=C1)F)Cl)C (3-bromo-5-(2-chloro-4-fluorophenyl)-4-iodo-1-methyl-1H-pyrazole), C(CCC)[Li] (n-butyllithium). The solvent is O1CCCC1 (tetrahydrofuran), O1CCCC1 (tetrahydrofuran). Conditions: temperature -78 celsius, time 1 hour. The product is BrC1=NN(C(=C1C(O)C1=C(C=C(C=C1)F)F)C1=C(C=C(C=C1)F)Cl)C (3-bromo-5-(2-chloro-4-fluorophenyl)-α-(2,4-difluorophenyl)-1-methyl-1H-pyrazole-4-methanol). Reaction SMILES: [Br:1][C:2]1[C:6](I)=[C:5]([C:8]2[CH:13]=[CH:12][C:11]([F:14])=[CH:10][C:9]=2[Cl:15])[N:4]([CH3:16])[N:3]=1.C([Li])CCC.[F:22][C:23]1[CH:30]=[C:29]([F:31])[CH:28]=[CH:27][C:24]=1[CH:25]=[O:26].[Cl-].[NH4+]>O1CCCC1>[Br:1][C:2]1[C:6]([CH:25]([C:24]2[CH:27]=[CH:28][C:29]([F:31])=[CH:30][C:23]=2[F:22])[OH:26])=[C:5]([C:8]2[CH:13]=[CH:12][C:11]([F:14])=[CH:10][C:9]=2[Cl:15])[N:4]([CH3:16])[N:3]=1 |f:3.4|. Procedure: To a mixture of 3-bromo-5-(2-chloro-4-fluorophenyl)-4-iodo-1-methyl-1H-pyrazole (i.e. the product of Step D) (250 mg, 0.602 mmol) in tetrahydrofuran (3 mL) at −78° C. was added dropwise n-butyllithium (2.5 M solution in hexanes, 0.36 mL, 0.90 mmol). Stirring was continued for 1 h at −78 to −40° C., and then the reaction mixture was cooled to −78° C. and 2,4-difluorobenzaldehyde (103 mg, 0.72 mmol) in tetrahydrofuran (2 mL) was added dropwise. The reaction mixture was allowed to warm to room temp... Starting materials: OC1=CC=C(C=C1)C(=O)C1=CC=C(C=C1)Br (4-hydroxyphenyl-(4-bromo-phenyl)-methanone), C[Si](N[Si](C)(C)C)(C)C (hexamethyidisilazane). The product is BrC1=CC=C(C=C1)C(C)(O)C1=CC=C(C=C1)O ((RS)-4-[1-(4-bromo-phenyl)-1-hydroxy-ethyl]-phenol). As a reaction SMILES: [OH:1][C:2]1[CH:7]=[CH:6][C:5]([C:8]([C:10]2[CH:15]=[CH:14][C:13]([Br:16])=[CH:12][CH:11]=2)=[O:9])=[CH:4][CH:3]=1.[CH3:17][Si](C)(C)N[Si](C)(C)C>>[Br:16][C:13]1[CH:14]=[CH:15][C:10]([C:8]([C:5]2[CH:6]=[CH:7][C:2]([OH:1])=[CH:3][CH:4]=2)([OH:9])[CH3:17])=[CH:11][CH:12]=1. Procedure details: Ea) A mixture of 2.77 g of 4-hydroxyphenyl-(4-bromo-phenyl)-methanone and 50 ml of hexamethyidisilazane is heated under reflux for 4 h., then concentrated and dried. The resulting 4-trimethylsilyloxyphenyl-(4-bromo-phenyl)-methanone is dissolved in 60 ml of toluene and treated at room temperature under argon with 11 ml of methylmagnesium chloride solution (22% in THF). The mixture is boiled under reflux. After cooling the mixture is treated with saturated aqueous ammonium chloride solution and e... The reactants are CC(=O)OC(C)c1noc(-c2cccc(Cl)c2)n1, C1CCOC1, [Li+], [OH-], O, O. Yields the product CC(O)c1noc(-c2cccc(Cl)c2)n1. As a reaction SMILES: [C:1](=[O:2])([CH3:3])[O:4][CH:5]([CH3:6])[c:7]1[n:8][o:9][c:10](-[c:12]2[cH:13][c:14]([Cl:18])[cH:15][cH:16][cH:17]2)[n:11]1.[CH2:22]1[O:23][CH2:24][CH2:25][CH2:26]1.[Li+:21].[OH-:20].[OH2:19].[OH2:27]>>[OH:4][CH:5]([CH3:6])[c:7]1[n:8][o:9][c:10](-[c:12]2[cH:13][c:14]([Cl:18])[cH:15][cH:16][cH:17]2)[n:11]1.